From a dataset of the Open Reaction Database (ORD), a public repository of structured organic reaction records. describe an organic reaction: reactants, conditions, products, and yield The reactants are FC1=CC(=C(C(=O)NC=2C(=NC=CC2)SCCS(=O)(=O)C2=CC(=CC=C2)C(F)(F)F)C=C1)OC (4-fluoro-2-methoxy-N-[2-[2-[[3-(trifluoromethyl)phenyl]sulfonyl]-ethylsulfanyl]-pyridin-3-yl]benzamide), O (water), C(=O)(O)[O-].[Na+] (NaHCO3), FC1=CC(=C(C(=O)NC=2C(=NC=CC2)SCCS(=O)(=O)C2=CC(=CC=C2)C(F)(F)F)C=C1)OC (4-fluoro-2-methoxy-N-[2-[2-[[3-(trifluoromethyl)phenyl]sulfonyl]-ethylsulfanyl]-pyridin-3-yl]benzamide), B(Br)(Br)Br (BBr3). The solvent is C(Cl)Cl (DCM). Reaction conditions: temperature -78 celsius, time 1 hour. The product is FC1=CC(=C(C(=O)NC=2C(=NC=CC2)SCCS(=O)(=O)C2=CC(=CC=C2)C(F)(F)F)C=C1)O (4-fluoro-2-hydroxy-N-[2-[2-[[3-(trifluoromethyl)phenyl]sulfonyl]-ethylsulfanyl]-pyridin-3-yl]benzamide). Isolated yield 57.9%. As a reaction SMILES: [F:1][C:2]1[CH:32]=[CH:31][C:5]([C:6]([NH:8][C:9]2[C:10]([S:15][CH2:16][CH2:17][S:18]([C:21]3[CH:26]=[CH:25][CH:24]=[C:23]([C:27]([F:30])([F:29])[F:28])[CH:22]=3)(=[O:20])=[O:19])=[N:11][CH:12]=[CH:13][CH:14]=2)=[O:7])=[C:4]([O:33]C)[CH:3]=1.B(Br)(Br)Br.O.C([O-])(O)=O.[Na+]>C(Cl)Cl>[F:1][C:2]1[CH:32]=[CH:31][C:5]([C:6]([NH:8][C:9]2[C:10]([S:15][CH2:16][CH2:17][S:18]([C:21]3[CH:26]=[CH:25][CH:24]=[C:23]([C:27]([F:28])([F:29])[F:30])[CH:22]=3)(=[O:20])=[O:19])=[N:11][CH:12]=[CH:13][CH:14]=2)=[O:7])=[C:4]([OH:33])[CH:3]=1 |f:3.4|. Reported procedure: A solution of 515 mg (1.0 mmol) 4-fluoro-2-methoxy-N-[2-[2-[[3-(trifluoromethyl)phenyl]sulfonyl]-ethylsulfanyl]-pyridin-3-yl]benzamide (example compound 50) in DCM (5 ml) was cooled to −78° C. 5 ml (1 M in DCM, 5.0 mmol) BBr3 were added at this temperature and the mixture was stirred for 1 h at −78° C. Then the reaction solution was poured into an iced water mixture and it was adjusted to pH 8 with NaHCO3. Then it was extracted with DCM and the organic phase was washed with water and brine, drie... The reactants are C[Si](C)(C)Cl, CC(=O)N(C)c1ccc(N)cc1, NCCCCCNc1nc(Cl)nc2[nH]ccc12. Product: CC(=O)N(C)c1ccc(Nc2nc(NCCCCCN)c3cc[nH]c3n2)cc1. Reaction SMILES: [CH3:30][Si:31]([Cl:32])([CH3:33])[CH3:34].[NH2:18][c:19]1[cH:20][cH:21][c:22]([N:25]([C:26]([CH3:27])=[O:28])[CH3:29])[cH:23][cH:24]1.[NH2:1][CH2:2][CH2:3][CH2:4][CH2:5][CH2:6][NH:7][c:8]1[c:9]2[c:10]([n:11][c:12]([Cl:14])[n:13]1)[nH:15][cH:16][cH:17]2>>[NH2:1][CH2:2][CH2:3][CH2:4][CH2:5][CH2:6][NH:7][c:8]1[c:9]2[c:10]([n:11][c:12]([NH:18][c:19]3[cH:20][cH:21][c:22]([N:25]([C:26]([CH3:27])=[O:28])[CH3:29])[cH:23][cH:24]3)[n:13]1)[nH:15][cH:16][cH:17]2.